The task is: describe an organic reaction: reactants, conditions, products, and yield. This data is from the Open Reaction Database (ORD), a public repository of structured organic reaction records. Starting materials: CCOC(C)=O, Cl, CC(C)(C)OC(=O)N1CCCC1C(=O)OCCCO[N+](=O)[O-]. Product: Cl, O=C(OCCCO[N+](=O)[O-])C1CCCN1. RXN SMILES: [CH3:24][CH2:25][O:26][C:27](=[O:28])[CH3:29].[ClH:23].[N+:1](=[O:2])([O-:3])[O:4][CH2:5][CH2:6][CH2:7][O:8][C:9]([CH:10]1[N:11]([C:15]([O:16][C:17]([CH3:18])([CH3:19])[CH3:20])=[O:21])[CH2:12][CH2:13][CH2:14]1)=[O:22]>>[ClH:23].[N+:1](=[O:2])([O-:3])[O:4][CH2:5][CH2:6][CH2:7][O:8][C:9]([CH:10]1[NH:11][CH2:12][CH2:13][CH2:14]1)=[O:22]. Reactants: 1-[Bis(dimethylamino)methylene]-1H-benzotriazoliumhexafluorophosphate-3-oxide HBTU, CN1CCOCC1 (N-methyl morpholine), O[C@H]1[C@@H](C[C@@H]([C@H]1O)NC(CC)=O)N1C2=NC(=NC(=C2N=C1)NCC(C1=CC=CC=C1)C1=CC=CC=C1)N1N=CC(=C1)C(=O)O (1-[9-((1R,2S,3R,4S)-2,3-dihydroxy-4-propionylamino-cyclopentyl)-6-(2,2-diphenyl-ethylamino)-9H-purin-2-yl]-1H-pyrazole-4-carboxylic acid), NCC1=NC=CC=C1 (2-aminomethylpyridine), C=1C=CC2=C(C1)N=NN2O (HOBt). The reagents and catalysts are CN(C)C=1C=CN=CC1 (DMAP). The solvent is C(Cl)Cl (DCM). Run at time 24 hour. Product: N1=C(C=CC=C1)CNC(=O)C=1C=NN(C1)C1=NC(=C2N=CN(C2=N1)[C@H]1[C@@H]([C@@H]([C@H](C1)NC(CC)=O)O)O)NCC(C1=CC=CC=C1)C1=CC=CC=C1 (1-[9-((1R,2S,3R,4S)-2,3-Dihydroxy-4-propionylamino-cyclopentyl)-6-(2,2-diphenyl-ethylamino)-9H-purin-2-yl]-1H-pyrazole-4-carboxylic acid (pyridin-2-ylmethyl)-amide). As a reaction SMILES: [OH:1][C@@H:2]1[C@H:6]([OH:7])[C@@H:5]([NH:8][C:9](=[O:12])[CH2:10][CH3:11])[CH2:4][C@H:3]1[N:13]1[CH:21]=[N:20][C:19]2[C:14]1=[N:15][C:16]([N:37]1[CH:41]=[C:40]([C:42]([OH:44])=O)[CH:39]=[N:38]1)=[N:17][C:18]=2[NH:22][CH2:23][CH:24]([C:31]1[CH:36]=[CH:35][CH:34]=[CH:33][CH:32]=1)[C:25]1[CH:30]=[CH:29][CH:28]=[CH:27][CH:26]=1.[NH2:45][CH2:46][C:47]1[CH:52]=[CH:51][CH:50]=[CH:49][N:48]=1.C1C=CC2N(O)N=NC=2C=1.CN1CCOCC1>C(Cl)Cl.CN(C1C=CN=CC=1)C>[N:48]1[CH:49]=[CH:50][CH:51]=[CH:52][C:47]=1[CH2:46][NH:45][C:42]([C:40]1[CH:39]=[N:38][N:37]([C:16]2[N:15]=[C:14]3[C:19]([N:20]=[CH:21][N:13]3[C@@H:3]3[CH2:4][C@H:5]([NH:8][C:9](=[O:12])[CH2:10][CH3:11])[C@@H:6]([OH:7])[C@H:2]3[OH:1])=[C:18]([NH:22][CH2:23][CH:24]([C:25]3[CH:26]=[CH:27][CH:28]=[CH:29][CH:30]=3)[C:31]3[CH:36]=[CH:35][CH:34]=[CH:33][CH:32]=3)[N:17]=2)[CH:41]=1)=[O:44]. Procedure details: A mixture comprising 1-[9-((1R,2S,3R,4S)-2,3-dihydroxy-4-propionylamino-cyclopentyl)-6-(2,2-diphenyl-ethylamino)-9H-purin-2-yl]-1H-pyrazole-4-carboxylic acid (0.06 g, 0.01 mmol) in dry DCM (10 ml) is treated with 2-aminomethylpyridine (0.021 g, 0.2 mmol) followed by HOBt (0.027 g, 0.2 mmol), 1-[Bis(dimethylamino)methylene]-1H-benzotriazoliumhexafluorophosphate-3-oxide HBTU (0.076 g, 0.2 mmol), N-methyl morpholine (0.02 g, 0.2 mmol) and DMAP (1 ml). The resulting mixture is stirred at room temper... The product is COCc1cc2ccccc2c(Oc2ccc(C=O)cc2)c1-c1ccccc1. The reactants are O=C([O-])[O-], COCc1cc2ccccc2c(O)c1-c1ccccc1, [Cs+], [Cs+], O=Cc1ccc(F)cc1, CN(C)C=O. As a reaction SMILES: [C:30](=[O:31])([O-:32])[O-:33].[CH3:1][O:2][CH2:3][c:4]1[c:5](-[c:15]2[cH:16][cH:17][cH:18][cH:19][cH:20]2)[c:6]([OH:14])[c:7]2[cH:8][cH:9][cH:10][cH:11][c:12]2[cH:13]1.[Cs+:34].[Cs+:35].[F:21][c:22]1[cH:23][cH:24][c:25]([CH:26]=[O:27])[cH:28][cH:29]1.[O:36]=[CH:37][N:38]([CH3:39])[CH3:40]>>[CH3:1][O:2][CH2:3][c:4]1[c:5](-[c:15]2[cH:16][cH:17][cH:18][cH:19][cH:20]2)[c:6]([O:14][c:22]2[cH:23][cH:24][c:25]([CH:26]=[O:27])[cH:28][cH:29]2)[c:7]2[cH:8][cH:9][cH:10][cH:11][c:12]2[cH:13]1. Reactants: BrC=1C=C(C=NC1)O (5-bromo-3-pyridinol), C1(=CC=CC=C1)P(C1=CC=CC=C1)C1=CC=CC=C1 (triphenylphosphine), O1CCC(CC1)O (tetrahydropyran-4-ol), N(=NC(=O)OCC)C(=O)OCC (diethyl azodicarboxylate). Run in C1(=CC=CC=C1)C (toluene). Product: BrC=1C=NC=C(C1)OC1CCOCC1 (3-Bromo-5-(tetrahydropyran-4-yloxy)pyridine). Isolated yield 64.6%. Reaction SMILES: [Br:1][C:2]1[CH:3]=[C:4]([OH:8])[CH:5]=[N:6][CH:7]=1.C1(P(C2C=CC=CC=2)C2C=CC=CC=2)C=CC=CC=1.[O:28]1[CH2:33][CH2:32][CH:31](O)[CH2:30][CH2:29]1.N(C(OCC)=O)=NC(OCC)=O>C1(C)C=CC=CC=1>[Br:1][C:2]1[CH:7]=[N:6][CH:5]=[C:4]([O:8][CH:31]2[CH2:32][CH2:33][O:28][CH2:29][CH2:30]2)[CH:3]=1. Procedure details: To a mixture of 5-bromo-3-pyridinol (5.22 g, 30 mmol), toluene (150 mL), triphenylphosphine (11.8 g, 45 mmol) and tetrahydropyran-4-ol (4.7 g, 45 mmol) was slowly added diethyl azodicarboxylate (7.1 mL, 45 mmol). The mixture was heated at reflux for 20 h, then cooled to room temperature, washed with water (3×100 mL) and then brine (100 mL), then dried (MgSO4), filtered and concentrated by rotary evaporation. The crude oil was treated with diisopropyloxide (50 mL) and the solid thus obtained was ... Reactants: CN(C=O)C (N,N-dimethylformamide), NC1=C(C=C(C(=N1)N1C=C(C(C2=CC(=C(C(=C12)F)F)F)=O)C(=O)O)F)F (1-(6-amino-3,5-difluoropyridine-2-yl)-6,7,8-trifluoro-4-oxo-1,4-dihydroquinoline-3-carboxylic acid), Cl.OC1CNC1 (3-hydroxyazetidine hydrochloride), CN1CCCC1 (N-methylpyrrolidine). The reagents and catalysts are C(C)O (ethanol). The solvent is C(C)O (ethanol). Reaction conditions: time 10 minute. Yields the product NC1=C(C=C(C(=N1)N1C=C(C(C2=CC(=C(C(=C12)F)N1CC(C1)O)F)=O)C(=O)O)F)F (1-(6-amino-3,5-difluoropyridine-2-yl)-6,8-difluoro-7-(3-hydroxyazetidine-1-yl)-4-oxo-1,4-dihydroquinoline-3-carboxylic acid). The yield is 63.0%. RXN SMILES: CN(C)C=O.[NH2:6][C:7]1[N:12]=[C:11]([N:13]2[C:22]3[C:17](=[CH:18][C:19]([F:25])=[C:20](F)[C:21]=3[F:23])[C:16](=[O:26])[C:15]([C:27]([OH:29])=[O:28])=[CH:14]2)[C:10]([F:30])=[CH:9][C:8]=1[F:31].Cl.[OH:33][CH:34]1[CH2:37][NH:36][CH2:35]1.CN1CCCC1>C(O)C>[NH2:6][C:7]1[N:12]=[C:11]([N:13]2[C:22]3[C:17](=[CH:18][C:19]([F:25])=[C:20]([N:36]4[CH2:37][CH:34]([OH:33])[CH2:35]4)[C:21]=3[F:23])[C:16](=[O:26])[C:15]([C:27]([OH:29])=[O:28])=[CH:14]2)[C:10]([F:30])=[CH:9][C:8]=1[F:31] |f:2.3|. Procedure details: To 280 mg of N,N-dimethylformamide were added 125 mg 1-(6-amino-3,5-difluoropyridine-2-yl)-6,7,8-trifluoro-4-oxo-1,4-dihydroquinoline-3-carboxylic acid, 60 mg of 3-hydroxyazetidine hydrochloride, and 120 mg of N-methylpyrrolidine together with 3 drops of ethanol, and the mixture was stirred at 85 C for 10 minutes. After adding 0.8 ml of ethanol, the solution was allowed to cool, and the precipitate was collected by filtration and washed with ethanol and diisopropylether successively to obtain 90... The reactants are C(CCC)[Li] (n-butyl lithium), CS(=O)(=O)C (dimethyl sulfone), IC=1C=C(CBr)C=CC1 (3-iodobenzyl bromide). The solvent is hexanes, C1CCOC1 (THF). Run at temperature -78 celsius, time 1 hour. The product is CS(=O)(=O)CCC1=CC(=CC=C1)I (2-(3-Iodophenyl)ethyl methyl sulfone). As a reaction SMILES: [CH3:1][S:2]([CH3:5])(=[O:4])=[O:3].C([Li])CCC.[I:11][C:12]1[CH:13]=[C:14]([CH:17]=[CH:18][CH:19]=1)[CH2:15]Br>C1COCC1>[CH3:1][S:2]([CH2:5][CH2:15][C:14]1[CH:17]=[CH:18][CH:19]=[C:12]([I:11])[CH:13]=1)(=[O:4])=[O:3]. Procedure: To a solution of dimethyl sulfone (1 eq.) in 60 mL of anhydrous THF (0.2 M) was added, at −78° C., n-butyl lithium (1.6 M hexane solution, 1.2 eq.) over a period of 10 min. The resulting mixture was stirred at −78° C. for 1 h. To the now yellow solution was added, at −78° C., 3-iodobenzyl bromide (I eq.). The reaction mixture was then slowly warmed to RT over 16 h. The reaction was carefully quenched with 10% aq. HCl and extracted with ether. The combined organic extracts were washed with brine,...